The task is: describe an organic reaction: reactants, conditions, products, and yield. This data is from the Open Reaction Database (ORD), a public repository of structured organic reaction records. Starting materials: N1=CC=CC=C1 (pyridine), C(C)(C)O (isopropanol), N1=CC=CC=C1 (pyridine), C(C=1C(O)=CC=CC1)(=O)N (salicylamide), COC1=CC=C(C(=O)Cl)C=C1 (4-methoxybenzoyl chloride). The solvent is C=1(C(=CC=CC1)C)C (xylene). Run at time 3 hour. Product: COC1=CC=C(C=C1)C=1OC2=C(C(N1)=O)C=CC=C2 (2-(4'-Methoxyphenyl)-4H-1,3-benzoxazin-4-one). As a reaction SMILES: N1C=CC=CC=1.[C:7]([NH2:16])(=[O:15])[C:8]1[C:9](=[CH:11][CH:12]=[CH:13][CH:14]=1)[OH:10].[CH3:17][O:18][C:19]1[CH:27]=[CH:26][C:22]([C:23](Cl)=O)=[CH:21][CH:20]=1.C(O)(C)C>C1(C)C(C)=CC=CC=1>[CH3:17][O:18][C:19]1[CH:27]=[CH:26][C:22]([C:23]2[O:10][C:9]3[CH:11]=[CH:12][CH:13]=[CH:14][C:8]=3[C:7](=[O:15])[N:16]=2)=[CH:21][CH:20]=1. Reported procedure: 2.5 ml pyridine is added to a suspension of 0.25 mol salicylamide in 50 ml xylene. While boiling under reflux (water separator) 0.26 mol 4-methoxybenzoyl chloride is added within 3 hours and it is heated to boiling for a further 3 hours under reflux. A further 2.5 ml pyridine is added and it is heated for a further 8 hours. After cooling to room temperature it is poured onto 400 ml isopropanol and suction filtered. The residue is recrystallized from ethylene glycol monomethyl ether. Reactants: Cc1cc(OCC(F)(F)F)c(NC(=O)CBr)c(OCC(F)(F)F)n1, O=C([O-])[O-], CC#N, [K+], [K+], O, OCCN1CCNCC1. Product: Cc1cc(OCC(F)(F)F)c(NC(=O)CN2CCN(CCO)CC2)c(OCC(F)(F)F)n1. As a reaction SMILES: [Br:10][CH2:11][C:12](=[O:13])[NH:14][c:15]1[c:16]([O:28][CH2:29][C:30]([F:31])([F:32])[F:33])[n:17][c:18]([CH3:27])[cH:19][c:20]1[O:21][CH2:22][C:23]([F:24])([F:25])[F:26].[C:34](=[O:35])([O-:36])[O-:37].[CH3:41][C:42]#[N:43].[K+:38].[K+:39].[OH2:40].[OH:1][CH2:2][CH2:3][N:4]1[CH2:5][CH2:6][NH:7][CH2:8][CH2:9]1>>[OH:1][CH2:2][CH2:3][N:4]1[CH2:5][CH2:6][N:7]([CH2:11][C:12](=[O:13])[NH:14][c:15]2[c:16]([O:28][CH2:29][C:30]([F:31])([F:32])[F:33])[n:17][c:18]([CH3:27])[cH:19][c:20]2[O:21][CH2:22][C:23]([F:24])([F:25])[F:26])[CH2:8][CH2:9]1. The reactants are NC=1C=CC=2C(CC(N3C=C(C(C1C23)=O)C(=O)O)C)=O (10-amino-6,7-dihydro-5-methyl-1,7-dioxo-1H,5H-benzo[ij]quinolizine-2-carboxylic acid), C(C)(=O)OC(C)=O (acetic anhydride). Yields the product C(C)(=O)NC=1C=CC=2C(CC(N3C=C(C(C1C23)=O)C(=O)O)C)=O (10-acetamido-6,7-dihydro-5-methyl-1,7-dioxo-1H,5H-benzo[ij]quinolizine-2-carboxylic acid). Reaction SMILES: [NH2:1][C:2]1[CH:3]=[CH:4][C:5]2[C:6](=[O:20])[CH2:7][CH:8]([CH3:19])[N:9]3[C:14]=2[C:13]=1[C:12](=[O:15])[C:11]([C:16]([OH:18])=[O:17])=[CH:10]3.[C:21](OC(=O)C)(=[O:23])[CH3:22]>>[C:21]([NH:1][C:2]1[CH:3]=[CH:4][C:5]2[C:6](=[O:20])[CH2:7][CH:8]([CH3:19])[N:9]3[C:14]=2[C:13]=1[C:12](=[O:15])[C:11]([C:16]([OH:18])=[O:17])=[CH:10]3)(=[O:23])[CH3:22]. Procedure: 10-amino-6,7-dihydro-5-methyl-1,7-dioxo-1H,5H-benzo[ij]quinolizine-2-carboxylic acid (0.02 mole) and acetic anhydride (50 ml.) are stirred and heated on a steam bath for 3 hours. After cooling, the solid precipitate is separated by filtration to give 10-acetamido-6,7-dihydro-5-methyl-1,7-dioxo-1H,5H-benzo[ij]quinolizine-2-carboxylic acid. This product is reduced using sodium borohydride to provide 10-acetamido-6,7-hydroxy-5-methyl-1-oxo-1H,5H-benzo[ij]quinolizine-2-carboxylic acid. The reactants are CSCCC1=NC2=C(N1)C=CC(=C2)C2=NOC(=N2)C2=CC(=C(C=C2)OC(C(F)(F)F)C)C(F)(F)F (2-[2-(methylthio)ethyl]-5-{5-[3-(trifluoromethyl)-4-(2,2,2-trifluoro-1-methylethoxy)phenyl]-1,2,4-oxadiazol-3-yl}-1H-benzimidazole), C1=CC(=CC(=C1)Cl)C(=O)OO (mCPBA), Cl.CCOC(=O)C (HCl EtOAc), [O-]S(=O)S(=O)[O-].[Na+].[Na+] (Na2S2O4). The solvent is ClCCl (dichloromethane), CCOC(=O)C (EtOAc). Conditions: time 3 hour. Yields the product Cl.CS(=O)(=O)CCC1=NC2=C(N1)C=CC(=C2)C2=NOC(=N2)C2=CC(=C(C=C2)OC(C(F)(F)F)C)C(F)(F)F (2-[2-(methylsulfonyl)ethyl]-5-{5-[3-(trifluoromethyl)-4-(2,2,2-trifluoro-1-methylethoxy)phenyl]-1,2,4-oxadiazol-3-yl}-1H-benzimidazole hydrochloride). Reaction SMILES: CS[CH2:3][CH2:4][C:5]1[NH:9][C:8]2[CH:10]=[CH:11][C:12]([C:14]3[N:18]=[C:17]([C:19]4[CH:24]=[CH:23][C:22]([O:25][CH:26]([CH3:31])[C:27]([F:30])([F:29])[F:28])=[C:21]([C:32]([F:35])([F:34])[F:33])[CH:20]=4)[O:16][N:15]=3)=[CH:13][C:7]=2[N:6]=1.[CH:36]1C=C([Cl:42])C=C(C(OO)=O)C=1.[O-:47][S:48](S([O-])=O)=[O:49].[Na+].[Na+].Cl.CCOC(C)=O>ClCCl.CCOC(C)=O>[ClH:42].[CH3:36][S:48]([CH2:3][CH2:4][C:5]1[NH:9][C:8]2[CH:10]=[CH:11][C:12]([C:14]3[N:18]=[C:17]([C:19]4[CH:24]=[CH:23][C:22]([O:25][CH:26]([CH3:31])[C:27]([F:28])([F:29])[F:30])=[C:21]([C:32]([F:35])([F:33])[F:34])[CH:20]=4)[O:16][N:15]=3)=[CH:13][C:7]=2[N:6]=1)(=[O:49])=[O:47] |f:2.3.4,5.6,9.10|. Reported procedure: To a solution of 2-[2-(methylthio)ethyl]-5-{5-[3-(trifluoromethyl)-4-(2,2,2-trifluoro-1-methylethoxy)phenyl]-1,2,4-oxadiazol-3-yl}-1H-benzimidazole (400 mg) in dichloromethane (8.0 ml) was added mCPBA (534 mg), followed by stirring at room temperature for 3 hours. To the reaction mixture was added a Na2S2O4 aqueous solution, followed by stirring for 1 hour. The reaction solution was extracted three times with EtOAc, and the organic layer was combined, dried over anhydrous MgSO4, filtered, and th...